From a dataset of the Open Reaction Database (ORD), a public repository of structured organic reaction records. describe an organic reaction: reactants, conditions, products, and yield The reactants are [BH4-], C1CCOC1, CC(C)(C)S(N)=O, CCC(=O)c1ccc(NS(C)(=O)=O)c(C)c1, CC[O-], CC[O-], CC[O-], CC[O-], [Na+], [Ti+4]. Product: CCC(NS(=O)C(C)(C)C)c1ccc(NS(C)(=O)=O)c(C)c1. RXN SMILES: [BH4-:24].[CH2:26]1[O:27][CH2:28][CH2:29][CH2:30]1.[CH3:17][C:18]([CH3:19])([CH3:20])[S:21](=[O:22])[NH2:23].[CH3:1][c:2]1[c:3]([NH:12][S:13](=[O:14])(=[O:15])[CH3:16])[cH:4][cH:5][c:6]([C:8]([CH2:9][CH3:10])=[O:11])[cH:7]1.[CH3:31][CH2:32][O-:33].[CH3:35][CH2:36][O-:37].[CH3:38][CH2:39][O-:40].[CH3:41][CH2:42][O-:43].[Na+:25].[Ti+4:34]>>[CH3:1][c:2]1[c:3]([NH:12][S:13](=[O:14])(=[O:15])[CH3:16])[cH:4][cH:5][c:6]([CH:8]([CH2:9][CH3:10])[NH:23][S:21]([C:18]([CH3:17])([CH3:19])[CH3:20])=[O:22])[cH:7]1. Procedure details: Using general procedure E, 4-[[1-(3-amino-1-methyl-propyl)-piperidin-4-yl]-(4-methyl-pyridin-3-ylmethyl)-amino]-benzamide (see EXAMPLE 355) (21.8 mg, 0.055 mmol) and 2,4-dimethylnicotinic acid hydrochloride (15 mg, 0.080 mmol) gave COMPOUND 366 as an off-white solid (24.6 mg, 84%). 1H NMR (CDCl3) δ 1.03 (d, 3H, J=6.6 Hz), 1.09-1.38 (m, 2H), 1.53-1.63 (m, 1H), 1.72-1.90 (m, 3H), 2.24 (t, 1H, J=11.0 Hz), 2.29 (s, 3H), 2.39 (s, 3H), 2.53 (s, 3H), 2.59 (t, 1H, J=11.0 Hz), 2.74-2.93 (m, 3H), 3.31-3.4... Reaction SMILES: [NH2:1][CH2:2][CH2:3][CH:4]([N:6]1[CH2:11][CH2:10][CH:9]([N:12]([CH2:22][C:23]2[CH:24]=[N:25][CH:26]=[CH:27][C:28]=2[CH3:29])[C:13]2[CH:21]=[CH:20][C:16]([C:17]([NH2:19])=[O:18])=[CH:15][CH:14]=2)[CH2:8][CH2:7]1)[CH3:5].Cl.[CH3:31][C:32]1[N:40]=[CH:39][CH:38]=[C:37]([CH3:41])[C:33]=1[C:34](O)=[O:35]>>[C:17]([C:16]1[CH:20]=[CH:21][C:13]([N:12]([CH2:22][C:23]2[CH:24]=[N:25][CH:26]=[CH:27][C:28]=2[CH3:29])[CH:9]2[CH2:10][CH2:11][N:6]([CH:4]([CH3:5])[CH2:3][CH2:2][NH:1][C:34](=[O:35])[C:33]3[C:37]([CH3:41])=[CH:38][CH:39]=[N:40][C:32]=3[CH3:31])[CH2:7][CH2:8]2)=[CH:14][CH:15]=1)(=[O:18])[NH2:19] |f:1.2|. Yield: 84.6%. Starting materials: NCCC(C)N1CCC(CC1)N(C1=CC=C(C(=O)N)C=C1)CC=1C=NC=CC1C (4-[[1-(3-amino-1-methyl-propyl)-piperidin-4-yl]-(4-methyl-pyridin-3-ylmethyl)-amino]-benzamide), Cl.CC1=C(C(=O)O)C(=CC=N1)C (2,4-dimethylnicotinic acid hydrochloride). Yields the product C(N)(=O)C1=CC=C(C=C1)N(C1CCN(CC1)C(CCNC(C1=C(N=CC=C1C)C)=O)C)CC=1C=NC=CC1C (N-(3-{4-[(4-Carbamoyl-phenyl)-(4-methyl-pyridin-3-ylmethyl)-amino]-piperidin-1-yl}-butyl)-2,4-dimethyl-nicotinamide). Starting materials: ClC=1C=NC(=C(C(=O)OC)C1)N1CC(CC1)OC1=CC=C(C=C1)C(F)(F)F (methyl 5-chloro-2-(3-(4-(trifluoromethyl)phenoxy)pyrrolidin-1-yl)nicotinate), O.[OH-].[Li+] (lithium hydroxide monohydrate). Run in O1CCOCC1.O (1,4-dioxane water). Reaction conditions: temperature 150 celsius, time 5 minute. Yields the product ClC=1C=NC(=C(C(=O)[O-])C1)N1CC(CC1)OC1=CC=C(C=C1)C(F)(F)F.[Li+] (lithium 5-chloro-2-(3-(4-(trifluoromethyl)phenoxy)pyrrolidin-1-yl)nicotinate). Yield: 123.1%. RXN SMILES: [Cl:1][C:2]1[CH:3]=[N:4][C:5]([N:12]2[CH2:16][CH2:15][CH:14]([O:17][C:18]3[CH:23]=[CH:22][C:21]([C:24]([F:27])([F:26])[F:25])=[CH:20][CH:19]=3)[CH2:13]2)=[C:6]([CH:11]=1)[C:7]([O:9]C)=[O:8].O.[OH-].[Li+:30]>O1CCOCC1.O>[Cl:1][C:2]1[CH:3]=[N:4][C:5]([N:12]2[CH2:16][CH2:15][CH:14]([O:17][C:18]3[CH:23]=[CH:22][C:21]([C:24]([F:25])([F:27])[F:26])=[CH:20][CH:19]=3)[CH2:13]2)=[C:6]([CH:11]=1)[C:7]([O-:9])=[O:8].[Li+:30] |f:1.2.3,4.5,6.7|. Reported procedure: To a mixture of methyl 5-chloro-2-(3-(4-(trifluoromethyl)phenoxy)pyrrolidin-1-yl)nicotinate (D91) (220 mg, 0.548 mmol) in a mixture 1,4-dioxane/water (2 ml/1 ml), lithium hydroxide monohydrate (34.55 mg, 0.823 mmol) was added and the resulting mixture was stirred at 150° C. under microwave irradiation for 10 min (2 cycles of 5 min each). Solvents were evaporated in vacuo to afford the title compound (D136) 265 mg Yield: 46.1%. As a reaction SMILES: [Br:1][C:2]1[CH:3]=[CH:4][C:5]([CH:8]2[O:12][C:11](=[O:13])[NH:10][CH2:9]2)=[N:6][CH:7]=1.[H-].[Na+].[CH:16](Br)([CH3:18])[CH3:17].BrC1C=CC(C2OC(=O)N(C)C2)=NC=1>>[Br:1][C:2]1[CH:3]=[CH:4][C:5]([CH:8]2[O:12][C:11](=[O:13])[N:10]([CH:16]([CH3:18])[CH3:17])[CH2:9]2)=[N:6][CH:7]=1 |f:1.2|. Procedure details: Compound 14b (125 mg, 0.51 mmol), NaH (51 mg, 1.28 mmol) and isopropyl bromide (125 mg, 1.02 mmol) reacted following the synthetic method of compound 14c to afford 67 mg colorless liquid, yield 46%. Reactants: BrC=1C=CC(=NC1)C1CNC(O1)=O (5-(5-bromopyridin-2-yl)oxazolidin-2-one), [H-].[Na+] (NaH), C(C)(C)Br (isopropyl bromide), BrC=1C=CC(=NC1)C1CN(C(O1)=O)C (5-(5-bromopyridin-2-yl)-3-methyloxazolidin-2-one). Yields the product BrC=1C=CC(=NC1)C1CN(C(O1)=O)C(C)C (5-(5-bromopyridin-2-yl)-3-isopropyloxazolidin-2-one). The reactants are CCN(C(C)C)C(C)C, O=C(Cl)CCl, ClCCl, Nc1ccccc1CO. The product is O=C(CCl)Nc1ccccc1CO. RXN SMILES: [CH:15]([N:16]([CH:17]([CH3:18])[CH3:19])[CH2:20][CH3:21])([CH3:22])[CH3:23].[Cl:1][CH2:2][C:3](=[O:4])[Cl:5].[Cl:24][CH2:25][Cl:26].[NH2:6][c:7]1[c:8]([CH2:9][OH:10])[cH:11][cH:12][cH:13][cH:14]1>>[Cl:1][CH2:2][C:3](=[O:4])[NH:6][c:7]1[c:8]([CH2:9][OH:10])[cH:11][cH:12][cH:13][cH:14]1. The reactants are C1(=CC=C(C=C1)S(=O)(=O)O)C (p-toluene sulphonic acid), [Se-]C#N.[K+] (potassium selenocyanate), C[C@H]([C@H]1[C@@H](O1)C[C@H]2CO[C@H]([C@@H]([C@@H]2O)O)C/C(=C/C(=O)OCCCCCCCCC(=O)O)/C)[C@H](C)O (Pseudomonic acid A), C([O-])(O)=O.[K+] (potassium bicarbonate). Solvent: COC(C)(C)OC (2,2-dimethoxypropane), C(C)(=O)OCC (ethyl acetate). Conditions: time 1 hour. Yields the product C[C@H](/C=C/C[C@H]1CO[C@H]([C@@H]([C@@H]1O)O)C/C(=C/C(=O)OCCCCCCCCC(=O)O)/C)[C@H](C)O (pseudomonic acid C). Isolated yield 44.4%. RXN SMILES: [CH3:1][C@@H:2]([C@@H:33]([OH:35])[CH3:34])[C@@H:3]1O[C@H:4]1[CH2:6][C@@H:7]1[C@@H:12]([OH:13])[C@@H:11]([OH:14])[C@H:10]([CH2:15]/[C:16](/[CH3:32])=[CH:17]/[C:18]([O:20][CH2:21][CH2:22][CH2:23][CH2:24][CH2:25][CH2:26][CH2:27][CH2:28][C:29]([OH:31])=[O:30])=[O:19])[O:9][CH2:8]1.C1(C)C=CC(S(O)(=O)=O)=CC=1.C(=O)(O)[O-].[K+].[Se-]C#N.[K+]>COC(OC)(C)C.C(OCC)(=O)C>[CH3:1][C@@H:2]([C@@H:33]([OH:35])[CH3:34])/[CH:3]=[CH:4]/[CH2:6][C@@H:7]1[C@@H:12]([OH:13])[C@@H:11]([OH:14])[C@H:10]([CH2:15]/[C:16](/[CH3:32])=[CH:17]/[C:18]([O:20][CH2:21][CH2:22][CH2:23][CH2:24][CH2:25][CH2:26][CH2:27][CH2:28][C:29]([OH:31])=[O:30])=[O:19])[O:9][CH2:8]1 |f:2.3,4.5|. Reported procedure: Pseudomonic acid A (500 mgs) was dissolved in 2,2-dimethoxypropane (50 ml) and treated with p-toluene sulphonic acid (few crystals). After 1 hour the solution was diluted with ethyl acetate, washed with brine and dried (MgSO4). The solution was evaporated in vacuo and the residue redissolved in water-methanol (1:1, 20 ml) and potassium bicarbonate (100 mgs, 1 eq) added. The solvents were removed in vacuo and potassium selenocyanate (432 mgs, 3 eq) and iso-hexylalcoholwater (9:1, 15 ml) added and... The reactants are BrC=1C(=C(C=C(C1F)Cl)C(C)N)OC (1-(3-bromo-5-chloro-4-fluoro-2-methoxyphenyl)ethanamine), NC1=NC=NC(=C1C#N)Cl (4-amino-6-chloropyrimidine-5-carbonitrile), C(C)(C)N(C(C)C)CC (N,N-diisopropylethylamine), C(C)O (ethanol). Conditions: temperature 100 celsius. The product is NC1=NC=NC(=C1C#N)NC(C)C1=C(C(=C(C(=C1)Cl)F)Br)OC (4-Amino-6-{[1-(3-bromo-5-chloro-4-fluoro-2-methoxyphenyl)ethyl]amino}pyrimidine-5-carbonitrile). Yield: 54.0%. As a reaction SMILES: [Br:1][C:2]1[C:3]([O:13][CH3:14])=[C:4]([CH:10]([NH2:12])[CH3:11])[CH:5]=[C:6]([Cl:9])[C:7]=1[F:8].[NH2:15][C:16]1[C:21]([C:22]#[N:23])=[C:20](Cl)[N:19]=[CH:18][N:17]=1.C(N(CC)C(C)C)(C)C.C(O)C>>[NH2:15][C:16]1[C:21]([C:22]#[N:23])=[C:20]([NH:12][CH:10]([C:4]2[CH:5]=[C:6]([Cl:9])[C:7]([F:8])=[C:2]([Br:1])[C:3]=2[O:13][CH3:14])[CH3:11])[N:19]=[CH:18][N:17]=1. Procedure: A mixture of 1-(3-bromo-5-chloro-4-fluoro-2-methoxyphenyl)ethanamine (40 mg, 0.14 mmol), 4-amino-6-chloropyrimidine-5-carbonitrile (J & W PharmLab, #70-0156 33 mg, 0.21 mmol) and N,N-diisopropylethylamine (74 μL, 0.43 mmol) in ethanol (1.6 mL, 27 mmol) was heated at 100° C. overnight. Purification by preparative LC/MS (pH10) gave the desired compound (54% yield). LCMS calculated for C14H13BrClFN5O (M+H)+: m/z=400.0, 402.0. found: 400.0, 402.0. 1H NMR (300 MHz, DMSO-d6): δ 7.95 (s, 1H), 7.77 (m, ... Starting materials: Br (HBr), COC(CC1=CN=C(S1)N)=O ((2-amino-thiazol-5-yl)-acetic acid methyl ester), COC(CC1=CN=C(S1)N)=O ((2-amino-thiazol-5-yl)-acetic acid methyl ester), CCN(C(C)C)C(C)C (DIEA), FC(C=1C=C(C=CC1)N=C=O)(F)F (3-trifluoromethylphenyl isocyanate). The solvent is CN(C)C=O (DMF). Conditions: time 8 hour. The product is COC(CC1=CN=C(S1)NC(=O)NC1=CC(=CC=C1)C(F)(F)F)=O ({2-[3-(3-trifluoromethyl-phenyl)-ureido]-thiazol-5-yl}-acetic acid methyl ester). RXN SMILES: Br.[CH3:2][O:3][C:4](=[O:12])[CH2:5][C:6]1[S:10][C:9]([NH2:11])=[N:8][CH:7]=1.CCN(C(C)C)C(C)C.[F:22][C:23]([F:34])([F:33])[C:24]1[CH:25]=[C:26]([N:30]=[C:31]=[O:32])[CH:27]=[CH:28][CH:29]=1>CN(C=O)C>[CH3:2][O:3][C:4](=[O:12])[CH2:5][C:6]1[S:10][C:9]([NH:11][C:31]([NH:30][C:26]2[CH:27]=[CH:28][CH:29]=[C:24]([C:23]([F:22])([F:33])[F:34])[CH:25]=2)=[O:32])=[N:8][CH:7]=1. Procedure: To a solution of the HBr salt of (2-amino-thiazol-5-yl)-acetic acid methyl ester (compound 44.1; 20 mmol) in DIEA (40 mmol) and DMF (100 mL) was added 3-trifluoromethylphenyl isocyanate (20 mmol) at room temperature. After overnight stirring, the reaction mixture was concentrated and purified by flash column chromatography on silica gel to provide {2-[3-(3-trifluoromethyl-phenyl)-ureido]-thiazol-5-yl}-acetic acid methyl ester (compound 44.2) in 60% yield. EIMS (m/z): calcd. for C14H12F3N3O3S (M+... The reactants are C1(=NC(=NC(=N1)N)N)N.OP(=O)(O)O (Melamine polyphosphate), C1(=NC(=NC(=N1)N)N)N.OP(=O)(O)O (melamine polyphosphate), C1(=NC(=NC(=N1)N)N)N.OP(=O)(O)O (melamine polyphosphate). The solvent is O (water). The product is N1=C(N)N=C(N)N=C1N.[P] (melamine phosphorus). RXN SMILES: [C:1]1([NH2:9])[N:6]=[C:5]([NH2:7])[N:4]=[C:3]([NH2:8])[N:2]=1.O[P:11](O)(O)=O>O>[N:2]1[C:3]([NH2:8])=[N:4][C:5]([NH2:7])=[N:6][C:1]=1[NH2:9].[P:11] |f:0.1,3.4|. Procedure details: Melamine polyphosphate and a process for preparing melamine polyphosphate are described, inter alia, in WO 97/44377. According to this reference, melamine polyphosphate having a solubility of 0.01 to 0.10 g per 100 ml water at 25° C., a pH between 2.5 and 4.5, and a melamine/phosphorus molar ratio of between 1.0 and 1.1, may be obtained as a 10 wt % aqueous slurry at 25° C. WO 97/44377 also describes a two-step process for preparing the disclosed melamine polyphosphate slurry. In the first step ... Starting materials: CN(CC(=O)O)c1ccc(NC(=O)c2nc(-c3ccccc3)oc2C(F)(F)F)cn1, CN. Yields the product CNC(=O)CN(C)c1ccc(NC(=O)c2nc(-c3ccccc3)oc2C(F)(F)F)cn1. Reaction SMILES: [CH3:1][N:2]([c:3]1[n:4][cH:5][c:6]([NH:9][C:10](=[O:11])[c:12]2[n:13][c:14](-[c:21]3[cH:22][cH:23][cH:24][cH:25][cH:26]3)[o:15][c:16]2[C:17]([F:18])([F:19])[F:20])[cH:7][cH:8]1)[CH2:27][C:28](=[O:29])[OH:30].[CH3:31][NH2:32]>>[CH3:1][N:2]([c:3]1[n:4][cH:5][c:6]([NH:9][C:10](=[O:11])[c:12]2[n:13][c:14](-[c:21]3[cH:22][cH:23][cH:24][cH:25][cH:26]3)[o:15][c:16]2[C:17]([F:18])([F:19])[F:20])[cH:7][cH:8]1)[CH2:27][C:28](=[O:30])[NH:32][CH3:31].